From a dataset of the Open Reaction Database (ORD), a public repository of structured organic reaction records. describe an organic reaction: reactants, conditions, products, and yield Reactants: CCOC(=O)C (EtOAc), N1C=NC=C1 (Imidazole), C(C)(C)(C)[Si](Cl)(C)C (t-butyldimethylchlorosilane), BrCCCO (1-bromo-3-propanol). Solvent: C1CCOC1 (THF). Run at time 20 hour. Yields the product BrCCCO[Si](C(C)(C)C)(C)C (3-Bromo-1-(1,1,2,2-tetramethyl-1-silapropoxy)propane). Yield: 21.8%. Reaction SMILES: N1C=CN=C1.[C:6]([Si:10]([CH3:13])([CH3:12])Cl)([CH3:9])([CH3:8])[CH3:7].[Br:14][CH2:15][CH2:16][CH2:17][OH:18].CCOC(C)=O>C1COCC1>[Br:14][CH2:15][CH2:16][CH2:17][O:18][Si:10]([CH3:13])([CH3:12])[C:6]([CH3:9])([CH3:8])[CH3:7]. Reported procedure: Imidazole (0.52 g, 7.6 mmol) and t-butyldimethylchlorosilane (5.80 g, 38 mmol) were added successively to a solution of 1-bromo-3-propanol (5.35 g, 38 mmol) in dry THF (10 mL) at room temperature. The resulting suspension was stirred at room temperature for 20 hours. EtOAc (25 mL) was added. The solution was washed with water, dried over Na2SO4, filtered and concentrated in vacuo at room temperature. The residue was chromatographed on silica gel eluting with 1:10 EtOAc:Hex to give the title comp... Reactants: C([O-])([O-])=O.[K+].[K+] (potassium carbonate), C(C)(C)(C)OCC(=O)NS(=O)(=O)C(CCC(C)C1=CC=C(C=C1)O)C (N-tertbutoxyacetyl-2-(4-hydroxyphenyl)propyl-2-propanesulfonamide), BrCCCl (1-bromo-2-chloroethane). The solvent is CC(=O)C (acetone). Conditions: time 30 minute. Product: C(C)(C)(C)OCC(=O)NS(=O)(=O)C(CCC(C)C1=CC=C(C=C1)OCCCl)C (N-Tertbutoxyacetyl-2-(4-(2-chloroethoxy)-phenyl)-propyl-2-propanesulfonamide). The yield is 30.9%. Reaction SMILES: [C:1]([O:5][CH2:6][C:7]([NH:9][S:10]([CH:13]([CH3:25])[CH2:14][CH2:15][CH:16]([C:18]1[CH:23]=[CH:22][C:21]([OH:24])=[CH:20][CH:19]=1)[CH3:17])(=[O:12])=[O:11])=[O:8])([CH3:4])([CH3:3])[CH3:2].C(=O)([O-])[O-].[K+].[K+].Br[CH2:33][CH2:34][Cl:35]>CC(C)=O>[C:1]([O:5][CH2:6][C:7]([NH:9][S:10]([CH:13]([CH3:25])[CH2:14][CH2:15][CH:16]([C:18]1[CH:19]=[CH:20][C:21]([O:24][CH2:33][CH2:34][Cl:35])=[CH:22][CH:23]=1)[CH3:17])(=[O:12])=[O:11])=[O:8])([CH3:2])([CH3:3])[CH3:4] |f:1.2.3|. Procedure: To a stirred mixture of N-tertbutoxyacetyl-2-(4-hydroxyphenyl)propyl-2-propanesulfonamide (4.0 g, 11.2 mmol) in acetone (40 mL) was added potassium carbonate (4.64 g, 33.6 mmol) under nitrogen. The resulting mixture was stirred 30 minutes at ambient temperature. Next, 1-bromo-2-chloroethane (1.12 ml, 13.4 mmol) was added and the resulting mixture was heated to reflux while stirring for 48 h. The resulting mixture was cooled and partitioned between ethyl acetate and water. The organic layer was w... The reactants are C(#N)C=1C=C(CN2C([C@H](CC2)NS(=O)(=O)C2=CC3=CC(=CC=C3C=C2)OC)=O)C=CC1 (7-methoxynaphthalene-2-sulfonic acid [1-(3-cyanobenzyl)-2-oxopyrrolidin-3-(S)-yl]amide), COC1=CC=C(CCl)C=C1 (4-methoxybenzyl chloride). Yields the product C(#N)C=1C=C(CN2C([C@H](CC2)N(S(=O)(=O)C2=CC3=CC(=CC=C3C=C2)OC)CC2=CC=C(C=C2)OC)=O)C=CC1 (7-Methoxy-2-napthalenesulfonic acid [1-(3-cyanobenzyl)-2-oxopyrrolidin-3-(S)-yl]-(4-methoxybenzyl)amide). As a reaction SMILES: [C:1]([C:3]1[CH:4]=[C:5]([CH:29]=[CH:30][CH:31]=1)[CH2:6][N:7]1[CH2:11][CH2:10][C@H:9]([NH:12][S:13]([C:16]2[CH:25]=[CH:24][C:23]3[C:18](=[CH:19][C:20]([O:26][CH3:27])=[CH:21][CH:22]=3)[CH:17]=2)(=[O:15])=[O:14])[C:8]1=[O:28])#[N:2].[CH3:32][O:33][C:34]1[CH:41]=[CH:40][C:37]([CH2:38]Cl)=[CH:36][CH:35]=1>>[C:1]([C:3]1[CH:4]=[C:5]([CH:29]=[CH:30][CH:31]=1)[CH2:6][N:7]1[CH2:11][CH2:10][C@H:9]([N:12]([CH2:38][C:37]2[CH:40]=[CH:41][C:34]([O:33][CH3:32])=[CH:35][CH:36]=2)[S:13]([C:16]2[CH:25]=[CH:24][C:23]3[C:18](=[CH:19][C:20]([O:26][CH3:27])=[CH:21][CH:22]=3)[CH:17]=2)(=[O:15])=[O:14])[C:8]1=[O:28])#[N:2]. Procedure: The title compound is prepared as described in EXAMPLE 90, Part A using 7-methoxynaphthalene-2-sulfonic acid [1-(3-cyanobenzyl)-2-oxopyrrolidin-3-(S)-yl]amide, prepared as described in EXAMPLE 43, part A, and 4-methoxybenzyl chloride. The crude product is purified by column chromatography eluting with 50% EtOAc/hexanes to afford the title compound as a white foam. Reactants: O=C(C(=O)OCC)CCN1C(C=2C(C1=O)=CC=CC2)=O (ethyl 2-oxo-4-phthalimidobutanoate), P(OCC)(OCC)[O-] (diethyl phosphite). The product is C(C)OP(=O)(C(C(=O)OCC)(CCN1C(C=2C(C1=O)=CC=CC2)=O)O)OCC (Ethyl 2-Diethoxyphosphinyl-2-hydroxy -4-phthalimidobutanoate). As a reaction SMILES: [O:1]=[C:2]([CH2:8][CH2:9][N:10]1[C:14](=[O:15])[C:13]2=[CH:16][CH:17]=[CH:18][CH:19]=[C:12]2[C:11]1=[O:20])[C:3]([O:5][CH2:6][CH3:7])=[O:4].[P:21]([O-:28])([O:25][CH2:26][CH3:27])[O:22][CH2:23][CH3:24]>>[CH2:23]([O:22][P:21]([O:25][CH2:26][CH3:27])([C:2]([OH:1])([CH2:8][CH2:9][N:10]1[C:14](=[O:15])[C:13]2=[CH:16][CH:17]=[CH:18][CH:19]=[C:12]2[C:11]1=[O:20])[C:3]([O:5][CH2:6][CH3:7])=[O:4])=[O:28])[CH3:24]. Procedure: A mixture of 13.76 g (0.05 mole) of ethyl 2-oxo-4-phthalimidobutanoate in 31 g (0.225 mole) of diethyl phosphite is stirred at 20°-30° for several days. The excess diethyl phosphite is removed on a rotary evaporator under vacuum at a bath temperature of 50°-70° to give the crude product. This is purified by chromatography on silica gel using chloroform/methanol as eluant. Reactants: COC([C@@H](NC(C1=C(C=C(C=C1)CSC=1C=NC=CC1)C1=CC=CC=C1)=O)CCSC)=O ([4-(3-pyridylthiomethyl)-2-phenylbenzoyl]methionine methyl ester), CI NH3. The solvent is CC(OCC)=O (EA). The product is N1=CC(=CC=C1)SCC1=CC(=C(C(=O)N[C@@H](CCSC)C(=O)O)C=C1)C1=CC=CC=C1 ([4-(3-Pyridylthiomethyl)-2-phenylbenzoyl]methionine). As a reaction SMILES: C[O:2][C:3](=[O:32])[C@H:4]([CH2:28][CH2:29][S:30][CH3:31])[NH:5][C:6](=[O:27])[C:7]1[CH:12]=[CH:11][C:10]([CH2:13][S:14][C:15]2[CH:16]=[N:17][CH:18]=[CH:19][CH:20]=2)=[CH:9][C:8]=1[C:21]1[CH:26]=[CH:25][CH:24]=[CH:23][CH:22]=1>CC(=O)OCC>[N:17]1[CH:18]=[CH:19][CH:20]=[C:15]([S:14][CH2:13][C:10]2[CH:11]=[CH:12][C:7]([C:6]([NH:5][C@H:4]([C:3]([OH:32])=[O:2])[CH2:28][CH2:29][S:30][CH3:31])=[O:27])=[C:8]([C:21]3[CH:22]=[CH:23][CH:24]=[CH:25][CH:26]=3)[CH:9]=2)[CH:16]=1. Procedure details: The desired compound was prepared by saponification of [4-(3-pyridylthiomethyl)-2-phenylbenzoyl]methionine methyl ester, prepared as in Example 236 using the procedure of Example 159. 1H nmr (300 MHz., DMSO-d6): δ 8.54, m, 1H; 8.39, dd, 1H; 7.83, m, 2H; 7.29-7.47, m, 8H; 4.39, s, 2H; 4.24, m, 1H; 2.25, m, 2H; 1.98, s, 3H; 1.85, m, 2H. MS (CI NH3): 453 (MH+); 304, 194. EA: calc'd for C24H24N2O3S2: C, 63.69; H, 5.34; N, 6.19; found C, 63.35; H, 5.20; N, 6.02. The reactants are O=C([O-])O, CCOCC(=O)O, O=C(CCc1ccc2occc2c1)c1c(O)cccc1OC1OC(CO)C(O)C(O)C1O, ClC(Cl)Cl, [Na+], c1ccncc1. Yields the product CCOCC(=O)OCC1OC(Oc2cccc(O)c2C(=O)CCc2ccc3occc3c2)C(O)C(O)C1O. Reaction SMILES: [C:40](=[O:41])([O-:42])[OH:43].[CH2:33]([CH3:34])[O:35][CH2:36][C:37](=[O:38])[OH:39].[CH:1]1([O:12][c:13]2[c:14]([C:20]([CH2:21][CH2:22][c:23]3[cH:24][c:25]4[c:26]([o:27][cH:28][cH:29]4)[cH:30][cH:31]3)=[O:32])[c:15]([OH:19])[cH:16][cH:17][cH:18]2)[CH:2]([OH:3])[CH:4]([OH:5])[CH:6]([OH:7])[CH:8]([CH2:10][OH:11])[O:9]1.[CH:45]([Cl:46])([Cl:47])[Cl:48].[Na+:44].[cH:49]1[cH:50][cH:51][n:52][cH:53][cH:54]1>>[CH:1]1([O:12][c:13]2[c:14]([C:20]([CH2:21][CH2:22][c:23]3[cH:24][c:25]4[c:26]([o:27][cH:28][cH:29]4)[cH:30][cH:31]3)=[O:32])[c:15]([OH:19])[cH:16][cH:17][cH:18]2)[CH:2]([OH:3])[CH:4]([OH:5])[CH:6]([OH:7])[CH:8]([CH2:10][O:11][C:37]([CH2:36][O:35][CH2:33][CH3:34])=[O:38])[O:9]1. Starting materials: CCC(C(=O)NC(CC(=O)OC(C)(C)C)C(=O)COc1c(F)c(F)cc(F)c1F)n1cccc(NC(C)=O)c1=O, ClCCl, O=C(O)C(F)(F)F. Yields the product CCC(C(=O)NC(CC(=O)O)C(=O)COc1c(F)c(F)cc(F)c1F)n1cccc(NC(C)=O)c1=O. As a reaction SMILES: [C:1]([CH3:2])([CH3:3])([CH3:4])[O:5][C:6]([CH2:7][CH:8]([C:9]([CH2:10][O:11][c:12]1[c:13]([F:21])[c:14]([F:20])[cH:15][c:16]([F:19])[c:17]1[F:18])=[O:22])[NH:23][C:24]([CH:25]([CH2:26][CH3:27])[n:28]1[c:29](=[O:38])[c:30]([NH:34][C:35]([CH3:36])=[O:37])[cH:31][cH:32][cH:33]1)=[O:39])=[O:40].[Cl:48][CH2:49][Cl:50].[OH:41][C:42]([C:43]([F:44])([F:45])[F:46])=[O:47]>>[O:5]=[C:6]([CH2:7][CH:8]([C:9]([CH2:10][O:11][c:12]1[c:13]([F:21])[c:14]([F:20])[cH:15][c:16]([F:19])[c:17]1[F:18])=[O:22])[NH:23][C:24]([CH:25]([CH2:26][CH3:27])[n:28]1[c:29](=[O:38])[c:30]([NH:34][C:35]([CH3:36])=[O:37])[cH:31][cH:32][cH:33]1)=[O:39])[OH:40].